From a dataset of the Open Reaction Database (ORD), a public repository of structured organic reaction records. describe an organic reaction: reactants, conditions, products, and yield The reactants are OC(C)(C=C)CCC=C(C)CCC=C(C)C (Nerolidol), compound ( 5 ), C(CC(=O)C)(=O)[O-] (acetoacetate). Product: CC(=CCCC(C)=O)CCC=C(CCC=C(C)C)C (6,10,14-trimethyl-5,9,13-pentadecatrien-2-one). RXN SMILES: O[C:2]([CH2:6][CH2:7][CH:8]=[C:9]([CH2:11][CH2:12][CH:13]=[C:14]([CH3:16])[CH3:15])[CH3:10])([CH:4]=[CH2:5])[CH3:3].C([O-])(=O)[CH2:18][C:19]([CH3:21])=[O:20]>>[CH3:3][C:2]([CH2:6][CH2:7][CH:8]=[C:9]([CH3:10])[CH2:11][CH2:12][CH:13]=[C:14]([CH3:16])[CH3:15])=[CH:4][CH2:5][CH2:18][C:19](=[O:20])[CH3:21]. Procedure details: Nerolidol [compound (5) (manufactured by Takasago International Corporation] to be used as a starting material was subjected to Carroll reaction using acetoacetate in accordance with the method of W. Kimel et al. [J. Org. Chem., 23(2), pp. 153-157 (1958)] to give 6,10,14-trimethyl-5,9,13-pentadecatrien-2-one [compound (6)]. Starting materials: CCCO, CCON, Cc1ccc(C)c(OCc2ccccc2C(=O)c2ccnn2C)c1, Cl, O. The product is CCON=C(c1ccccc1COc1cc(C)ccc1C)c1ccnn1C. As a reaction SMILES: [CH2:1]([OH:2])[CH2:3][CH3:4].[CH2:6]([CH3:7])[O:8][NH2:9].[CH3:10][n:11]1[n:12][cH:13][cH:14][c:15]1[C:16](=[O:17])[c:18]1[c:19]([CH2:24][O:25][c:26]2[c:27]([CH3:33])[cH:28][cH:29][c:30]([CH3:32])[cH:31]2)[cH:20][cH:21][cH:22][cH:23]1.[ClH:5].[OH2:34]>>[CH2:6]([CH3:7])[O:8][N:9]=[C:16]([c:15]1[n:11]([CH3:10])[n:12][cH:13][cH:14]1)[c:18]1[c:19]([CH2:24][O:25][c:26]2[c:27]([CH3:33])[cH:28][cH:29][c:30]([CH3:32])[cH:31]2)[cH:20][cH:21][cH:22][cH:23]1.